This data is from the Open Reaction Database (ORD), a public repository of structured organic reaction records. The task is: describe an organic reaction: reactants, conditions, products, and yield Reactants: COC=1C=C(COC(=O)C=2C(C(=C(NC2C)C)OCCOC)C2C(C(=CC=C2)[N+](=O)[O-])=C=O)C=C(C1OC)OC (2,6-dimethyl-3-(2-methoxyethoxy)-carbonyl-4-(3'-nitrophenyl)-1,4-dihydropyridine-5-carboxylic acid 3,4,5-trimethoxybenzyl ester). Solvent: C(C)O (ethanol), C(C)O (ethanol). Yields the product 3'-nitrobenzylideneacetoacetic acid 2-methoxyethyl ester, COC=1C=C(COC(\C=C(\C)/N)=O)C=C(C1OC)OC (β-aminocrotonic acid 3,4,5-trimethoxybenzyl ester). Yield: 71.0%. RXN SMILES: [CH3:1][O:2][C:3]1[CH:4]=[C:5]([CH:34]=[C:35]([O:39][CH3:40])[C:36]=1[O:37][CH3:38])[CH2:6][O:7][C:8]([C:10]1C(C2C=CC=C([N+]([O-])=O)C2=C=O)C(OCCOC)=C(C)[NH:14][C:15]=1[CH3:16])=[O:9]>C(O)C>[CH3:40][O:39][C:35]1[CH:34]=[C:5]([CH:4]=[C:3]([O:2][CH3:1])[C:36]=1[O:37][CH3:38])[CH2:6][O:7][C:8](=[O:9])/[CH:10]=[C:15](\[NH2:14])/[CH3:16]. Procedure: Analogously to Example 1 heating a solution of 75 mmols of 3'-nitrobenzylideneacetoacetic acid 2-methoxyethyl ester and 75 mmols of β-aminocrotonic acid 3,4,5-trimethoxybenzyl ester in 120 ml of ethanol gave 2,6-dimethyl-3-(2-methoxyethoxy)-carbonyl-4-(3'-nitrophenyl)-1,4-dihydropyridine-5-carboxylic acid 3,4,5-trimethoxybenzyl ester of melting point 160° C (from ethanol). Starting materials: C(C(=C)C)(=O)OCCOS(=O)(=O)C1=CC=C(C=C1)C (2-(toluene-4-sulfonyloxy)ethyl methacrylate), CC(C)(C#N)N=NC(C)(C)C#N (AIBN), C(C(=C)C)(=O)OCCCO (3-hydroxypropyl methacrylate), C(C(=C)C)(=O)OC (methyl methacrylate). Reaction conditions: temperature 67.5 celsius. Product: C(C(=C)C)(=O)OCCOS(=O)(=O)C1=CC=C(C=C1)C.C(C(=C)C)(=O)OCCCO (2-(toluene-4-sulfonyloxy)ethyl methacrylate 3-hydroxypropyl methacrylate). As a reaction SMILES: [C:1]([O:6][CH2:7][CH2:8][O:9][S:10]([C:13]1[CH:18]=[CH:17][C:16]([CH3:19])=[CH:15][CH:14]=1)(=[O:12])=[O:11])(=[O:5])[C:2]([CH3:4])=[CH2:3].[C:20]([O:25][CH2:26][CH2:27][CH2:28][OH:29])(=[O:24])[C:21]([CH3:23])=[CH2:22].C(OC)(=O)C(C)=C.CC(N=NC(C#N)(C)C)(C#N)C>O1CCCC1>[C:1]([O:6][CH2:7][CH2:8][O:9][S:10]([C:13]1[CH:18]=[CH:17][C:16]([CH3:19])=[CH:15][CH:14]=1)(=[O:11])=[O:12])(=[O:5])[C:2]([CH3:4])=[CH2:3].[C:20]([O:25][CH2:26][CH2:27][CH2:28][OH:29])(=[O:24])[C:21]([CH3:23])=[CH2:22] |f:5.6|. Yield: 65.0%. Procedure details: In a 500 ml round-bottom flask was placed 0.3 mole of 2-(toluene-4-sulfonyloxy)ethyl methacrylate, 0.3 mole of 3-hydroxypropyl methacrylate, 0.3 mole of methyl methacrylate, 300 g of tetrahydrofuran (THF), and 0.1 g-3 g of AIBN. The reaction mixture was heated at 60-75° C. for 5-20 hours. The product was precipitated in ethyl ether or n-hexane, filtered and dried to produce poly [2-(toluene-4-sulfonyloxy)ethyl methacrylate/3-hydroxypropyl methacrylate/-methylmeth acrylate] represented by the fol... The solvent is O1CCCC1 (tetrahydrofuran). Starting materials: [N+](=O)([O-])N=C1NCCN1 (2-nitroiminoimidazolidine), C(OCC)([O-])[O-] (ethyl orthoformate), CN1C(N(CC1)C)=O (1,3-dimethyl-2-imidazolidinone). Solvent: O (water). Product: C(C)OC(N1C(NCC1)=N[N+](=O)[O-])OCC (1-diethoxymethyl-2-nitroiminoimidazolidine). RXN SMILES: [N+:1]([N:4]=[C:5]1[NH:9][CH2:8][CH2:7][NH:6]1)([O-:3])=[O:2].[CH:10]([O-:15])([O-])[O:11][CH2:12][CH3:13].CN1[CH2:21][CH2:20]N(C)C1=O>O>[CH2:20]([O:15][CH:10]([O:11][CH2:12][CH3:13])[N:6]1[CH2:7][CH2:8][NH:9][C:5]1=[N:4][N+:1]([O-:3])=[O:2])[CH3:21]. Reported procedure: A mixture of 25 g of 2-nitroiminoimidazolidine, 100 g of ethyl orthoformate and 25 ml of 1,3-dimethyl-2-imidazolidinone was heated under reflux for 3 hours. After cooling to room temperature, the mixture was poured into water, followed by extraction with ethyl acetate. After washing with water, the extract was dried with anhydrous magnesium sulfate, after which the solvent was distilled off under reduced pressure. The resultant crystals were sludged with ether to give 32 g of 1-diethoxymethyl-2-... The reactants are C1CCOC1, COC(CCn1cc(-c2cccnc2Cl)c(=O)[nH]c1=O)OC. The product is O=CCCn1cc(-c2cccnc2Cl)c(=O)[nH]c1=O. Reaction SMILES: [CH2:23]1[O:24][CH2:25][CH2:26][CH2:27]1.[Cl:1][c:2]1[n:3][cH:4][cH:5][cH:6][c:7]1-[c:8]1[c:9](=[O:22])[nH:10][c:11](=[O:21])[n:12]([CH2:14][CH2:15][CH:16]([O:17][CH3:20])[O:18][CH3:19])[cH:13]1>>[Cl:1][c:2]1[n:3][cH:4][cH:5][cH:6][c:7]1-[c:8]1[c:9](=[O:22])[nH:10][c:11](=[O:21])[n:12]([CH2:14][CH2:15][CH:16]=[O:17])[cH:13]1. The reactants are O=C([O-])O, CCO, [Cl-], NC(=O)c1ccc([N+](=O)[O-])c(C(N)=O)c1, [Na+]. Product: NC(=O)c1ccc(N)c(C(N)=O)c1. Reaction SMILES: [C:17](=[O:18])([OH:19])[O-:20].[CH3:22][CH2:23][OH:24].[Cl-:16].[N+:1]([O-:2])(=[O:3])[c:4]1[c:5]([C:13](=[O:14])[NH2:15])[cH:6][c:7]([C:8](=[O:9])[NH2:10])[cH:11][cH:12]1.[Na+:21]>>[NH2:1][c:4]1[c:5]([C:13](=[O:14])[NH2:15])[cH:6][c:7]([C:8](=[O:9])[NH2:10])[cH:11][cH:12]1. Yields the product C(C)(=O)O.CC(C(COC1=C(C=C(C=C1)C(CC)(CC)C1=CC(=C(S1)S(=O)(=O)N)C)C)=O)(C)C ((5-{1-[4-(3,3-Dimethyl-2-oxo-butoxy)-3-methyl-phenyl]-1-ethyl-propyl}-3-methyl-thiophene-2-sulfonylamine)-acetic acid). RXN SMILES: C([O:5][C:6](=[O:8])[CH3:7])(C)(C)C.[CH3:9][C:10]([CH3:38])([CH3:37])[C:11](=[O:36])[CH2:12][O:13][C:14]1[CH:19]=[CH:18][C:17]([C:20]([C:25]2[S:29][C:28]([S:30]([NH2:33])(=[O:32])=[O:31])=[C:27]([CH3:34])[CH:26]=2)([CH2:23][CH3:24])[CH2:21][CH3:22])=[CH:16][C:15]=1[CH3:35]>Cl.O1CCOCC1>[C:6]([OH:8])(=[O:5])[CH3:7].[CH3:38][C:10]([CH3:9])([CH3:37])[C:11](=[O:36])[CH2:12][O:13][C:14]1[CH:19]=[CH:18][C:17]([C:20]([C:25]2[S:29][C:28]([S:30]([NH2:33])(=[O:32])=[O:31])=[C:27]([CH3:34])[CH:26]=2)([CH2:21][CH3:22])[CH2:23][CH3:24])=[CH:16][C:15]=1[CH3:35] |f:0.1,2.3,4.5|. Reactants: C(C)(C)(C)OC(C)=O.CC(C(COC1=C(C=C(C=C1)C(CC)(CC)C1=CC(=C(S1)S(=O)(=O)N)C)C)=O)(C)C ((5-{1-[4-(3,3-dimethyl-2-oxo-butoxy)-3-methyl-phenyl]-1-ethyl-propyl}-3-methyl-thiophene-2-sulfonylamine)-acetic acid tert-butyl ester). Solvent: Cl.O1CCOCC1 (HCl dioxane). Isolated yield 85.7%. Procedure details: A solution of (5-{1-[4-(3,3-dimethyl-2-oxo-butoxy)-3-methyl-phenyl]-1-ethyl-propyl}-3-methyl-thiophene-2-sulfonylamine)-acetic acid tert-butyl ester (320 mg, 0.57 mmol) in 4N HCl/dioxane (10 ml) is stirred at RT overnight. The reaction is concentrated and chromatographed (Hex to 0.5% AcOH in 50% EtOAc/Hex) to give the title compound (250 mg, 87%). The reactants are C1(=CC=CC=C1)CCC=1NC2=C(N1)C=CC=C2C(CC#N)=O (3-(2-(2-Phenylethyl)benzimidazol-4-yl)3-oxopropionitrile), [BH4-].[Na+] (sodium borohydride), ice water. Run in C(C)O (ethanol). Conditions: time 1 hour. The product is C1(=CC=CC=C1)CCC=1NC2=C(N1)C=CC=C2C(CC#N)O (3-(2-(2-phenylethyl)benzimidazol-4-yl)-3-hydroxypropionitrile). Isolated yield 73.7%. As a reaction SMILES: [C:1]1([CH2:7][CH2:8][C:9]2[NH:10][C:11]3[C:17]([C:18](=[O:22])[CH2:19][C:20]#[N:21])=[CH:16][CH:15]=[CH:14][C:12]=3[N:13]=2)[CH:6]=[CH:5][CH:4]=[CH:3][CH:2]=1.[BH4-].[Na+]>C(O)C>[C:1]1([CH2:7][CH2:8][C:9]2[NH:10][C:11]3[C:17]([CH:18]([OH:22])[CH2:19][C:20]#[N:21])=[CH:16][CH:15]=[CH:14][C:12]=3[N:13]=2)[CH:2]=[CH:3][CH:4]=[CH:5][CH:6]=1 |f:1.2|. Reported procedure: To a suspension of 3-(2-(2-Phenylethyl)benzimidazol-4-yl)3-oxopropionitrile (400 mg) obtained in Inventive Example 25 in ethanol (4.8 mL), while cooling in an ice bath, was added sodium borohydride (26 mg), and the mixture was stirred at the same temperature for 1 hour. The reaction solution was poured into ice water (20 mL) and extracted with ethyl acetate. The organic layer was washed with water and brine and dried over anhydrous sodium sulfate, and then the solvent was evaporated under a redu... Starting materials: C(C)(=O)OCC (ethyl acetate), BrC1=CC=CC(=N1)C=C(C(=O)NC(CCC)C1=CC=C(C=C1)O)C#N (3-(6-bromopyridin-2-yl)-2-cyano-N-(1-(4-hydroxyphenyl)butyl)acrylamide), CI (MeI), C([O-])([O-])=O.[K+].[K+] (potassium carbonate). Solvent: CC(=O)C (acetone). Yields the product BrC1=CC=CC(=N1)/C=C(/C(=O)NC(CCC)C1=CC=C(C=C1)OC)\C#N ((E)-3-(6-bromopyridin-2-yl)-2-cyano-N-(1-(4-methoxyphenyl)butyl)acrylamide), BrC1=CC=CC(=N1)\C=C(/C(=O)NC(CCC)C1=CC=C(C=C1)OC)\C#N ((Z)-3-(6-bromopyridin-2-yl)-2-cyano-N-(1-(4-methoxyphenyl)butyl)acrylamide). Yield: 20.0%. Reaction SMILES: [Br:1][C:2]1[N:7]=[C:6]([CH:8]=[C:9]([C:24]#[N:25])[C:10]([NH:12][CH:13]([C:17]2[CH:22]=[CH:21][C:20]([OH:23])=[CH:19][CH:18]=2)[CH2:14][CH2:15][CH3:16])=[O:11])[CH:5]=[CH:4][CH:3]=1.CI.[C:28](=O)([O-])[O-].[K+].[K+].[C:34]([O:37][CH2:38][CH3:39])(=O)C>CC(C)=O>[Br:1][C:2]1[N:7]=[C:6](/[CH:8]=[C:9](\[C:24]#[N:25])/[C:10]([NH:12][CH:13]([C:17]2[CH:22]=[CH:21][C:20]([O:23][CH3:28])=[CH:19][CH:18]=2)[CH2:14][CH2:15][CH3:16])=[O:11])[CH:5]=[CH:4][CH:3]=1.[Br:1][C:2]1[N:7]=[C:6](/[CH:8]=[C:9](/[C:24]#[N:25])\[C:10]([NH:12][CH:13]([C:17]2[CH:22]=[CH:39][C:38]([O:37][CH3:34])=[CH:19][CH:18]=2)[CH2:14][CH2:15][CH3:16])=[O:11])[CH:5]=[CH:4][CH:3]=1 |f:2.3.4|. Procedure details: To a solution of 3-(6-bromopyridin-2-yl)-2-cyano-N-(1-(4-hydroxyphenyl)butyl)acrylamide (21 mg, 0.05 mmol) in acetone was added MeI (32.6 μL, 0.52 mmol) and potassium carbonate powder (7.25 mg, 0.05 mmol). The resulting mixture was stirred at room temperature for 4 hours before the addition of ethyl acetate. The organic solution was then washed with water (1×), saturated brine (1×), dried over sodium sulfate and concentrated to give a yellow oil as the crude product. The crude material was purif... Starting materials: COCCOC=1C2=C(N=CN1)NC=C2 (4-(2-methoxy-ethoxy)-7H-pyrrolo[2,3-d]pyrimidine), CN(C=O)C (N,N-dimethylformamide), IN1C(CCC1=O)=O (N-iodosuccinimide), O (water). The solvent is ClCCl (dichloromethane). Run at time 2 hour. The product is IC1=CNC=2N=CN=C(C21)OCCOC (5-iodo-4-(2-methoxy-ethoxy)-7H-pyrrolo[2,3-d]pyrimidine). Yield: 71.7%. As a reaction SMILES: [CH3:1][O:2][CH2:3][CH2:4][O:5][C:6]1[C:7]2[CH:14]=[CH:13][NH:12][C:8]=2[N:9]=[CH:10][N:11]=1.CN(C)C=O.[I:20]N1C(=O)CCC1=O.O>ClCCl>[I:20][C:14]1[C:7]2[C:6]([O:5][CH2:4][CH2:3][O:2][CH3:1])=[N:11][CH:10]=[N:9][C:8]=2[NH:12][CH:13]=1. Procedure details: To 4-(2-methoxy-ethoxy)-7H-pyrrolo[2,3-d]pyrimidine (24, 5.70 g, 29.5 mmol) in 150.0 mL of dichloromethane, N,N-dimethylformamide (6.0 mL, 78 mmol) and N-iodosuccinimide (7.22 g, 32.1 mmol) are added and the reaction stirred at room temperature for 2 hours. The reaction is poured into water and extracted with ethyl acetate. The organic layer is dried with sodium sulfate, filtered and the filtrate concentrated under vacuum. The resulting material is washed with ethyl acetate and hexane to provide...